Dataset: the Open Reaction Database (ORD), a public repository of structured organic reaction records. Task: describe an organic reaction: reactants, conditions, products, and yield Starting materials: O=C(O)c1cc(-n2nc(C(=O)O)c(=O)[nH]c2=O)ccc1Cl, O=C(O)CS. Yields the product O=C(O)c1cc(-n2ncc(=O)[nH]c2=O)ccc1Cl. As a reaction SMILES: [C:1](=[O:2])([OH:3])[c:4]1[cH:5][c:6](-[n:11]2[n:12][c:13]([C:19]([OH:20])=[O:21])[c:14](=[O:18])[nH:15][c:16]2=[O:17])[cH:7][cH:8][c:9]1[Cl:10].[SH:22][CH2:23][C:24]([OH:25])=[O:26]>>[C:1](=[O:2])([OH:3])[c:4]1[cH:5][c:6](-[n:11]2[n:12][cH:13][c:14](=[O:18])[nH:15][c:16]2=[O:17])[cH:7][cH:8][c:9]1[Cl:10]. The reactants are O.O.[Cr](=O)(=O)([O-])O[Cr](=O)(=O)[O-].[Na+].[Na+] (sodium dichromate dihydrate), OS(=O)(=O)O (H2SO4), O=[Sb]O[Sb]=O (Antimony trioxide), Sb2O, Na2Cr2O7, magnetite. Run in C(CCCCCCC)O (octanol), C(CCCCCCC)O (octanol). Reaction conditions: temperature 105 celsius, time 8 hour. Yields the product [Cr](=O)(=O)([O-])O[Cr](=O)(=O)[O-].[Na+].[Na+] (Sodium Dichromate). As a reaction SMILES: O.O.[Cr:3]([O:7][Cr:8]([O-:11])(=[O:10])=[O:9])([O-:6])(=[O:5])=[O:4].[Na+:12].[Na+].OS(O)(=O)=O.O=[Sb]O[Sb]=O>C(O)CCCCCCC>[Cr:3]([O:7][Cr:8]([O-:11])(=[O:10])=[O:9])([O-:6])(=[O:5])=[O:4].[Na+:12].[Na+:12] |f:0.1.2.3.4,8.9.10|. Procedure: A sample of commercially available sodium dichromate dihydrate 85 percent liquor was stirred in a 1 liter flask while adding 246.5 g 96 percent H2SO4 (236.6 g 100 percent, 1.21 equiv.). External cooling was provided as needed to keep the temperature below 50° C. Antimony trioxide stock solution (6.88 g. 0.40 g 100 percent Sb2O 3 , 0.065 percent based on weight of 100 percent Na2Cr2O7 ), prepared as described in Example 1, was added along with 2 g (0.32 percent based on weight of 100 percent Na2C... Starting materials: COC(=O)C1=CC2=C(N(C(=N2)NC=2SC3=C(N2)C=CC(=C3)F)C)C=C1 (2-(6-fluoro-benzothiazol-2-ylamino)-1-methyl-1H-benzimidazole-5-carboxylic acid methyl ester), [Li+].[OH-] (LiOH). Yields the product FC1=CC2=C(N=C(S2)NC2=NC3=C(N2C)C=CC(=C3)C(=O)O)C=C1 (2-(6-Fluoro-benzothiazol-2-ylamino)-1-methyl-1H-benzimidazole-5-carboxylic acid). The yield is 87.1%. Reaction SMILES: C[O:2][C:3]([C:5]1[CH:25]=[CH:24][C:8]2[N:9]([CH3:23])[C:10]([NH:12][C:13]3[S:14][C:15]4[CH:21]=[C:20]([F:22])[CH:19]=[CH:18][C:16]=4[N:17]=3)=[N:11][C:7]=2[CH:6]=1)=[O:4].[Li+].[OH-]>>[F:22][C:20]1[CH:19]=[CH:18][C:16]2[N:17]=[C:13]([NH:12][C:10]3[N:9]([CH3:23])[C:8]4[CH:24]=[CH:25][C:5]([C:3]([OH:4])=[O:2])=[CH:6][C:7]=4[N:11]=3)[S:14][C:15]=2[CH:21]=1 |f:1.2|. Procedure: 2-(6-Fluoro-benzothiazol-2-ylamino)-1-methyl-1H-benzimidazole-5-carboxylic acid (1.49 g) was prepared by following General Procedure E starting from 2-(6-fluoro-benzothiazol-2-ylamino)-1-methyl-1H-benzimidazole-5-carboxylic acid methyl ester (1.78 g), and LiOH (10.0 ml, 2.0 N solution in water). LC/MS: m/z 344. Reactants: C(CC)N1CCN(CC1)C1=CC=C(C(=O)O)C=C1 (4-[4-(1-propyl)-piperazin-1-yl]-benzoic acid), C=1C=CC2=C(C1)N=NN2O (HOBt), CN1CCOCC1 (NMM), C(C)(C)N=C=NC(C)C (diisopropylcarbodiimide), C(#N)CNC(=O)C1(CCCCC1)N (1-amino-cyclohexanecarboxylic acid cyanomethyl-amide). Run in C(C)#N (acetonitrile), C(C)(=O)O (acetic acid), C(C)#N (acetonitrile). Yields the product C(#N)CNC(=O)C1(CCCCC1)NC(C1=CC=C(C=C1)N1CCN(CC1)CCC)=O (N-[1-(Cyanomethyl-carbamoyl)-cyclohexyl]-4-[4-(1-propyl)-piperazin-1-yl]-benzamide). Reaction SMILES: [CH2:1]([N:4]1[CH2:9][CH2:8][N:7]([C:10]2[CH:18]=[CH:17][C:13]([C:14]([OH:16])=O)=[CH:12][CH:11]=2)[CH2:6][CH2:5]1)[CH2:2][CH3:3].C1C=CC2N(O)N=NC=2C=1.CN1CCOCC1.C(N=C=NC(C)C)(C)C.[C:45]([CH2:47][NH:48][C:49]([C:51]1([NH2:57])[CH2:56][CH2:55][CH2:54][CH2:53][CH2:52]1)=[O:50])#[N:46]>C(#N)C.C(O)(=O)C>[C:45]([CH2:47][NH:48][C:49]([C:51]1([NH:57][C:14](=[O:16])[C:13]2[CH:12]=[CH:11][C:10]([N:7]3[CH2:6][CH2:5][N:4]([CH2:1][CH2:2][CH3:3])[CH2:9][CH2:8]3)=[CH:18][CH:17]=2)[CH2:56][CH2:55][CH2:54][CH2:53][CH2:52]1)=[O:50])#[N:46]. Procedure: In an alternative procedure the acetic acid internal salt of 4-[4-(1-propyl)-piperazin-1-yl]-benzoic acid is treated in acetonitrile with HOBt, NMM and diisopropylcarbodiimide (DICI), and after stirring for 1 hr at 40° C. a solution of 1-amino-cyclohexanecarboxylic acid cyanomethyl-amide in acetonitrile is added. On completion of the reaction, the product is precipitated by addition of water to the reaction mixture, filtered and following digestion with ethanol is dried to the end product. Reactants: CI (methyl iodide), ClC=1N=NC(=CC1C)C1=CC=CC=C1 (3-chloro-4-methyl-6-phenylpyridazine), C(C)(C)[N-]C(C)C.[Li+] (Lithium diisopropylamide), CCCCCCC.C1CCOC1.C(C)C1=CC=CC=C1 (heptane THF ethylbenzene). Solvent: C1CCOC1 (THF), O (Water). Run at temperature -78 celsius, time 5 minute. Product: ClC=1N=NC(=CC1CC)C1=CC=CC=C1 (3-chloro-4-ethyl-6-phenylpyridazine). Reaction SMILES: [Cl:1][C:2]1[N:3]=[N:4][C:5]([C:9]2[CH:14]=[CH:13][CH:12]=[CH:11][CH:10]=2)=[CH:6][C:7]=1[CH3:8].[CH:15]([N-]C(C)C)(C)C.[Li+].CCCCCCC.C1COCC1.C(C1C=CC=CC=1)C.CI>O.C1COCC1>[Cl:1][C:2]1[N:3]=[N:4][C:5]([C:9]2[CH:10]=[CH:11][CH:12]=[CH:13][CH:14]=2)=[CH:6][C:7]=1[CH2:8][CH3:15] |f:1.2,3.4.5|. Procedure: A RBF was charged with 3-chloro-4-methyl-6-phenylpyridazine (5.0 g, 24 mmol) and 120 mL of THF under nitrogen, and the solution was cooled to −78° C. Lithium diisopropylamide, 2.0M in heptane/THF/ethylbenzene (15 ml, 29 mmol) was added and the mixture was stirred at −78° C. for 5 min, followed by RT for 1 h. The mixture was cooled to −78° C. and methyl iodide (1.8 ml, 29 mmol), which had been passed through a plug of basic alumina prior to use, was added dropwise. After stirring at −78° C. for 5... Starting materials: NC=O, O=CO, O=Cc1coc2c(Cl)cc(Cl)cc2c1=O, Cl, NO, [Na]. Product: N#Cc1coc2c(Cl)cc(Cl)cc2c1=O. Reaction SMILES: [CH:19](=[O:20])[NH2:21].[CH:23]([OH:24])=[O:25].[Cl:1][c:2]1[cH:3][c:4]2[c:5](=[O:15])[c:6]([CH:13]=[O:14])[cH:7][o:8][c:9]2[c:10]([Cl:12])[cH:11]1.[ClH:16].[NH2:17][OH:18].[Na:22]>>[Cl:1][c:2]1[cH:3][c:4]2[c:5](=[O:15])[c:6]([C:13]#[N:21])[cH:7][o:8][c:9]2[c:10]([Cl:12])[cH:11]1. The reactants are CC1=CC=C(C=C1)S(=O)(=O)C1N=COC1C1=NC=CC(=C1)C(=O)N (2-[4-(4-methylphenyl)sulfonyl-4,5-dihydro-1,3-oxazol-5-yl]pyridine-4-carboxamide), N (NH3). Run in CO (MeOH). Reaction conditions: temperature 125 celsius, time 8 hour. Yields the product N1C=NC(=C1)C1=NC=CC(=C1)C(=O)N (2-(1H-imidazol-4-yl)pyridine-4-carboxamide). Yield: 36.8%. RXN SMILES: CC1C=CC(S([CH:11]2[CH:15]([C:16]3[CH:21]=[C:20]([C:22]([NH2:24])=[O:23])[CH:19]=[CH:18][N:17]=3)O[CH:13]=[N:12]2)(=O)=O)=CC=1.[NH3:25]>CO>[NH:12]1[CH:11]=[C:15]([C:16]2[CH:21]=[C:20]([C:22]([NH2:24])=[O:23])[CH:19]=[CH:18][N:17]=2)[N:25]=[CH:13]1. Reported procedure: 2-[4-(4-methylphenyl)sulfonyl-4,5-dihydro-1,3-oxazol-5-yl]pyridine-4-carboxamide (23 g, 63.98 mmol) was added to a solution of NH3 in MeOH (5 g/120 mL) and stirred overnight at 125° C., concentrated and purified by flash column chromatography to give the title compound (5 g, 36.8%). [M+H] Calc'd for C9H8N4O, 189. Found, 189. Reaction SMILES: [C:1]([NH:9][NH2:10])(=[O:8])[CH2:2][CH2:3][CH2:4][CH2:5][CH2:6][CH3:7].[CH2:11]([C:19]1[CH:31]=[C:30]2[C:22]([C:23]3[CH:24]=[CH:25][C:26]([C:32](Cl)=[O:33])=[CH:27][C:28]=3[CH2:29]2)=[CH:21][CH:20]=1)[CH2:12][CH2:13][CH2:14][CH2:15][CH2:16][CH2:17][CH3:18].N1C=CC=CC=1>O1CCOCC1>[C:1]([NH:9][NH:10][C:32]([C:26]1[CH:25]=[CH:24][C:23]2[C:22]3[C:30](=[CH:31][C:19]([CH2:11][CH2:12][CH2:13][CH2:14][CH2:15][CH2:16][CH2:17][CH3:18])=[CH:20][CH:21]=3)[CH2:29][C:28]=2[CH:27]=1)=[O:33])(=[O:8])[CH2:2][CH2:3][CH2:4][CH2:5][CH2:6][CH3:7]. Product: C(CCCCCC)(=O)NNC(=O)C1=CC=2CC3=CC(=CC=C3C2C=C1)CCCCCCCC (N-heptanoyl-N'-(7-octyl-2-fluorenecarbonyl) hydrazine). Run in O1CCOCC1 (dioxane), O1CCOCC1 (dioxane). Yield: 69.8%. The reactants are C(CCCCCC)(=O)NN (heptanohydrazide), C(CCCCCCC)C1=CC=C2C=3C=CC(=CC3CC2=C1)C(=O)Cl (7-octyl-2-fluorenecarbonyl chloride), ice water, N1=CC=CC=C1 (pyridine). Reported procedure: Then, in a 50 ml-three-necked flask, 0.32 g (2.22 mM) of heptanohydrazide and 15 ml of dioxane were placed. To the mixture, a solution of the above-prepared 7-octyl-2-fluorenecarbonyl chloride in 5 ml of dioxane was added, followed by addition of 0.84 ml of pyridine at about 85° C. under stirring and further stirring for 30 minutes at 85°-88° C. After the reaction, the reaction mixture was cooled and poured into 200 ml of ice water to precipitate a crystal. The crystal was recrystallized from a ... Reactants: CCCOCCOc1ccc(OB([O-])[O-])cc1, CCCCN1CCC(C(=O)OC)=Cc2cc(Br)ccc21, O=C([O-])[O-], Cc1ccccc1, CCO, [K+], [K+], c1ccc(P(c2ccccc2)(c2ccccc2)[Pd](P(c2ccccc2)(c2ccccc2)c2ccccc2)(P(c2ccccc2)(c2ccccc2)c2ccccc2)P(c2ccccc2)(c2ccccc2)c2ccccc2)cc1. The product is CCCCN1CCC(C(=O)OC)=Cc2cc(-c3ccc(OCCOCCC)cc3)ccc21. As a reaction SMILES: [B:21]([O-:22])([O-:36])[O:37][c:23]1[cH:24][cH:25][c:26]([O:29][CH2:30][CH2:31][O:32][CH2:33][CH2:34][CH3:35])[cH:27][cH:28]1.[Br:1][c:2]1[cH:3][cH:4][c:5]2[c:6]([cH:20]1)[CH:7]=[C:8]([C:16](=[O:17])[O:18][CH3:19])[CH2:9][CH2:10][N:11]2[CH2:12][CH2:13][CH2:14][CH3:15].[C:38](=[O:39])([O-:40])[O-:41].[CH3:124][c:125]1[cH:126][cH:127][cH:128][cH:129][cH:130]1.[CH3:44][CH2:45][OH:46].[K+:42].[K+:43].[cH:47]1[cH:48][cH:49][c:50]([P:51]([Pd:52]([P:53]([c:54]2[cH:55][cH:56][cH:57][cH:58][cH:59]2)([c:60]2[cH:61][cH:62][cH:63][cH:64][cH:65]2)[c:66]2[cH:67][cH:68][cH:69][cH:70][cH:71]2)([P:72]([c:73]2[cH:74][cH:75][cH:76][cH:77][cH:78]2)([c:79]2[cH:80][cH:81][cH:82][cH:83][cH:84]2)[c:85]2[cH:86][cH:87][cH:88][cH:89][cH:90]2)[P:91]([c:92]2[cH:93][cH:94][cH:95][cH:96][cH:97]2)([c:98]2[cH:99][cH:100][cH:101][cH:102][cH:103]2)[c:104]2[cH:105][cH:106][cH:107][cH:108][cH:109]2)([c:110]2[cH:111][cH:112][cH:113][cH:114][cH:115]2)[c:116]2[cH:117][cH:118][cH:119][cH:120][cH:121]2)[cH:122][cH:123]1>>[c:2]1(-[c:23]2[cH:24][cH:25][c:26]([O:29][CH2:30][CH2:31][O:32][CH2:33][CH2:34][CH3:35])[cH:27][cH:28]2)[cH:3][cH:4][c:5]2[c:6]([cH:20]1)[CH:7]=[C:8]([C:16](=[O:17])[O:18][CH3:19])[CH2:9][CH2:10][N:11]2[CH2:12][CH2:13][CH2:14][CH3:15].